Dataset: the Open Reaction Database (ORD), a public repository of structured organic reaction records. Task: describe an organic reaction: reactants, conditions, products, and yield Starting materials: compound 5, C1(CC1)C1=CC(=C(C(=O)O)C=C1C1=NN=C(N1)OC)C (4-cyclopropyl-5-(5-methoxy-4H-1,2,4-triazol-3-yl)-2-methylbenzoic acid), C1(CC1)C1=CC(=C(C(=O)O)C=C1C1=NN=C(N1)OC)C (4-cyclopropyl-5-(5-methoxy-4H-1,2,4-triazol-3-yl)-2-methylbenzoic acid), Cl.FC1(CNC1)C1=CC=C(C#N)C=C1 (4-(3-Fluoroazetidin-3-yl)benzonitrile hydrochloride), Cl.FC1(CNC1)C1=CC=C(C#N)C=C1 (4-(3-Fluoroazetidin-3-yl)benzonitrile hydrochloride), Cl.N1CC(C1)C1=CC=C(C#N)C=C1 (4-(azetidin-3-yl)benzonitrile hydrochloride), Cl.N1CC(C1)C1=CC=C(C#N)C=C1 (4-(azetidin-3-yl)benzonitrile hydrochloride), CC=1NC(=C(N1)C)C=1C=C(C(=O)O)C=CC1C (3-(2,4-dimethyl-1H-imidazol-5-yl)-4-methylbenzoic acid), CC=1NC(=C(N1)C)C=1C=C(C(=O)O)C=CC1C (3-(2,4-dimethyl-1H-imidazol-5-yl)-4-methylbenzoic acid). Yields the product C1(CC1)C1=CC(=C(C(=O)N2CC(C2)(F)C2=CC=C(C#N)C=C2)C=C1C1=NN=C(N1)OC)C (4-(1-(4-Cyclopropyl-5-(5-methoxy-4H-1,2,4-triazol-3-yl)-2-methylbenzoyl)-3-fluoroazetidin-3-yl)benzonitrile). Reaction SMILES: [CH:1]1([C:4]2[C:12]([C:13]3[NH:17][C:16]([O:18][CH3:19])=[N:15][N:14]=3)=[CH:11][C:7]([C:8]([OH:10])=O)=[C:6]([CH3:20])[CH:5]=2)[CH2:3][CH2:2]1.Cl.[F:22][C:23]1([C:27]2[CH:34]=[CH:33][C:30]([C:31]#[N:32])=[CH:29][CH:28]=2)[CH2:26][NH:25][CH2:24]1.CC1NC(C2C=C(C=CC=2C)C(O)=O)=C(C)N=1.Cl.N1CC(C2C=CC(C#N)=CC=2)C1>>[CH:1]1([C:4]2[C:12]([C:13]3[NH:17][C:16]([O:18][CH3:19])=[N:15][N:14]=3)=[CH:11][C:7]([C:8]([N:25]3[CH2:24][C:23]([C:27]4[CH:28]=[CH:29][C:30]([C:31]#[N:32])=[CH:33][CH:34]=4)([F:22])[CH2:26]3)=[O:10])=[C:6]([CH3:20])[CH:5]=2)[CH2:2][CH2:3]1 |f:1.2,4.5|. Reported procedure: The title compound was prepared using standard chemical manipulations and procedures similar to those used for the preparation of compound 5, except 4-cyclopropyl-5-(5-methoxy-4H-1,2,4-triazol-3-yl)-2-methylbenzoic acid (compound 91.6) and 4-(3-fluoroazetidin-3-yl)benzonitrile (compound 43.4) were used in place of 3-(2,4-dimethyl-1H-imidazol-5-yl)-4-methylbenzoic acid (compound 5.7) and 4-(azetidin-3-yl)benzonitrile hydrochloride (compound 5.2), respectively. m/z (ES+) 432 (M+H)+. 1H NMR (400 MH... Starting materials: [H-].[Na+] (sodium hydride), BrC=1C=C(C=NC1)C(C)(C)O (2-(5-bromo-3-pyridinyl)-2-propanol), O (water), IC (iodomethane). Run in CN(C=O)C (N,N-dimethylformamide), CN(C=O)C (N,N-dimethylformamide). Reaction conditions: time 1 hour. The product is BrC=1C=NC=C(C1)C(C)(C)OC (3-bromo-5-(2-methoxypropan-2-yl)pyridine). RXN SMILES: [H-].[Na+].[Br:3][C:4]1[CH:5]=[C:6]([C:10]([OH:13])([CH3:12])[CH3:11])[CH:7]=[N:8][CH:9]=1.I[CH3:15].O>CN(C)C=O>[Br:3][C:4]1[CH:9]=[N:8][CH:7]=[C:6]([C:10]([O:13][CH3:15])([CH3:11])[CH3:12])[CH:5]=1 |f:0.1|. Reported procedure: To a solution of sodium hydride (60% dispersion in mineral oil, 46 mg, 1.2 mmol) in N,N-dimethylformamide (4.6 mL) at 0° C. was added a solution of the title compound from Example 22 Step C (100 mg, 0.463 mmol) in N,N-dimethylformamide (4.6 mL). After warming to room temperature and stirring for 1 hour, the solution was cooled back to 0° C. and iodomethane (35 μl, 0.56 mmol) was added. After stirring overnight, the reaction was poured into water and extracted with ethyl acetate. The organic extr... The yield is 71.0%. Product: C1(=CC=CC=C1)C=1N=C2N(CCCC2)C1 (2-phenyl-5,6,7,8-tetrahydro-imidazo[1,2-a]pyridine). As a reaction SMILES: Cl.[NH:2]=[C:3]1[CH2:8][CH2:7][CH2:6][CH2:5][NH:4]1.Br[CH2:10][C:11]([C:13]1[CH:18]=[CH:17][CH:16]=[CH:15][CH:14]=1)=O.C([O-])([O-])=O.[Na+].[Na+].O>CN(C=O)C>[C:13]1([C:11]2[N:2]=[C:3]3[CH2:8][CH2:7][CH2:6][CH2:5][N:4]3[CH:10]=2)[CH:18]=[CH:17][CH:16]=[CH:15][CH:14]=1 |f:0.1,3.4.5|. Solvent: CN(C)C=O (DMF). Reported procedure: Combine 2-iminopiperidine hydrochloride (4.9 g, 36.4 mmol, 3 equiv) and 2-bromoacetophenone (2.4 g, 12.1 mmol) with Na2CO3 (5.1 g, 48.4 mmol) in dry DMF (15 mL) and heat the mixture at 80° C. for 16 hours. Then, cool the mixture to room temperature, add water (200 mL), and extract with ether (3×100 mL). Wash the combined organic layers with water (2×50 mL), and re-extract the aqueous layer with ether (2×50 mL). Wash the combined organic layers with saturated aqueous sodium chloride (100 mL), dry... Reactants: O (water), Cl.N=C1NCCCC1 (2-iminopiperidine hydrochloride), BrCC(=O)C1=CC=CC=C1 (2-bromoacetophenone), C(=O)([O-])[O-].[Na+].[Na+] (Na2CO3). Starting materials: CCCCCCCCCCCCCCCCCCCCO, COC(C(=O)Cl)=C(OC)c1ccccc1OC, CO, O, O=P(Cl)(Cl)Cl, c1ccncc1. The product is CCCCCCCCCCCCCCCCCCCCOC(=O)C(OC)=C(OC)c1ccccc1OC. Reaction SMILES: [CH2:1]([CH2:2][CH2:3][CH2:4][CH2:5][CH2:6][CH2:7][CH2:8][CH2:9][CH2:10][CH2:11][CH2:12][CH2:13][CH2:14][CH2:15][CH2:16][CH2:17][CH2:18][CH2:19][CH3:20])[OH:21].[CH3:22][O:23][c:24]1[c:25]([C:26](=[C:27]([C:28](=[O:29])[Cl:30])[O:31][CH3:32])[O:33][CH3:34])[cH:35][cH:36][cH:37][cH:38]1.[CH3:51][OH:52].[OH2:44].[P:39]([Cl:40])([Cl:41])([Cl:42])=[O:43].[cH:45]1[cH:46][cH:47][n:48][cH:49][cH:50]1>>[CH2:1]([CH2:2][CH2:3][CH2:4][CH2:5][CH2:6][CH2:7][CH2:8][CH2:9][CH2:10][CH2:11][CH2:12][CH2:13][CH2:14][CH2:15][CH2:16][CH2:17][CH2:18][CH2:19][CH3:20])[O:21][C:28]([C:27](=[C:26]([c:25]1[c:24]([O:23][CH3:22])[cH:38][cH:37][cH:36][cH:35]1)[O:33][CH3:34])[O:31][CH3:32])=[O:29]. The reactants are CON(C(=O)C=1N=CN(C1)C=1C=C(C=CC1)C1=C(C=CC=C1)OC)C (1-(2′-Methoxy-biphenyl-3-yl)-1H-imidazole-4-carboxylic acid methoxy-methyl-amide), S1C=NC=C1 (thiazole). The product is COC1=C(C=CC=C1)C1=CC(=CC=C1)N1C=NC(=C1)C(=O)C=1SC=CN1 ([1-(2′-Methoxy-biphenyl-3-yl)-1H-imidazol-4-yl]-thiazol-2-yl-methanone). As a reaction SMILES: CON(C)[C:4]([C:6]1[N:7]=[CH:8][N:9]([C:11]2[CH:12]=[C:13]([C:17]3[CH:22]=[CH:21][CH:20]=[CH:19][C:18]=3[O:23][CH3:24])[CH:14]=[CH:15][CH:16]=2)[CH:10]=1)=[O:5].[S:26]1[CH:30]=[CH:29][N:28]=[CH:27]1>>[CH3:24][O:23][C:18]1[CH:19]=[CH:20][CH:21]=[CH:22][C:17]=1[C:13]1[CH:14]=[CH:15][CH:16]=[C:11]([N:9]2[CH:10]=[C:6]([C:4]([C:27]3[S:26][CH:30]=[CH:29][N:28]=3)=[O:5])[N:7]=[CH:8]2)[CH:12]=1. Reported procedure: This compound is prepared by method C using compound 12c and thiazole Reactants: CNc1nc(OC)c(C(=O)O)cc1Br, CN(C)C=O, CCN1CCN(C)CC(N)C1. The product is CCN1CCN(C)CC(NC(=O)c2cc(Br)c(NC)nc2OC)C1. RXN SMILES: [Br:1][c:2]1[cH:3][c:4]([C:12](=[O:13])[OH:14])[c:5]([O:10][CH3:11])[n:6][c:7]1[NH:8][CH3:9].[CH3:26][N:27]([CH3:28])[CH:29]=[O:30].[NH2:15][CH:16]1[CH2:17][N:18]([CH3:25])[CH2:19][CH2:20][N:21]([CH2:23][CH3:24])[CH2:22]1>>[Br:1][c:2]1[cH:3][c:4]([C:12](=[O:14])[NH:15][CH:16]2[CH2:17][N:18]([CH3:25])[CH2:19][CH2:20][N:21]([CH2:23][CH3:24])[CH2:22]2)[c:5]([O:10][CH3:11])[n:6][c:7]1[NH:8][CH3:9]. The reactants are NC=1C(=C(C(=CC1)C1=C(C=CC=C1)Cl)C#N)NC (4-Amino-2′-chloro-3-methylamino-biphenyl-2-carbonitrile), CC(=O)O (AcOH), Cl (HCl). The solvent is O (water). The product is ClC1=C(C=CC=C1)C1=C(C2=C(N=C(N2C)C)C=C1)C#N (5-(2-Chloro-phenyl)-2,3-dimethyl-3H-benzoimidazole-4-carbonitrile). RXN SMILES: [NH2:1][C:2]1[C:3]([NH:17][CH3:18])=[C:4]([C:15]#[N:16])[C:5]([C:8]2[CH:13]=[CH:12][CH:11]=[CH:10][C:9]=2Cl)=[CH:6][CH:7]=1.[ClH:19].[CH3:20][C:21](O)=O>O>[Cl:19][C:9]1[CH:10]=[CH:11][CH:12]=[CH:13][C:8]=1[C:5]1[CH:6]=[CH:7][C:2]2[N:1]=[C:20]([CH3:21])[N:17]([CH3:18])[C:3]=2[C:4]=1[C:15]#[N:16]. Procedure: A solution of 4-Amino-2′-chloro-3-methylamino-biphenyl-2-carbonitrile (intermediate in the preparation of Example 8B) in AcOH (10 mL) and HCl (1 mL) was refluxed for 1 hour. The residue was diluted with water and extracted with AcOEt, and then washed with saturated NaHCO3 aqueous solution. The organics were dried over MgSO4 and the solvent removed in vacuo to give crude product, which used for the next step without further purification. MS (ES) [m+H] calc'd for C16H12ClN3, 281.1; found, 281.1.